Task: describe an organic reaction: reactants, conditions, products, and yield. Dataset: the Open Reaction Database (ORD), a public repository of structured organic reaction records The reactants are C1(CCCCC1)CC(C(=O)O)CC(=O)N1CCOCC1 (2-cyclohexylmethyl-4-morpholin-4-yl-4-oxo-butyric acid), OC(=O)C(F)(F)F.NC(C(O)C=1OC2=C(N1)C=CC=C2)CC (2-amino-1-benzooxazol-2-yl-butan-1-ol TFA salt), C=1C=CC2=C(C1)N=NN2O (HOBt), C(CCl)Cl (EDC), CN1CCOCC1 (N-methylmorpholine). The solvent is C(Cl)Cl (MeCl2). Run at time 14 hour. Yields the product O1C(=NC2=C1C=CC=C2)C(C(CC)NC(C(CC(=O)N2CCOCC2)CC2CCCCC2)=O)O (N-[1-(benzooxazol-2-yl-hydroxy-methyl)-propyl]-2-cyclohexylmethyl-4-morpholin-4-yl-4-oxo-butyramide). The yield is 106.0%. RXN SMILES: [CH:1]1([CH2:7][CH:8]([CH2:12][C:13]([N:15]2[CH2:20][CH2:19][O:18][CH2:17][CH2:16]2)=[O:14])[C:9]([OH:11])=O)[CH2:6][CH2:5][CH2:4][CH2:3][CH2:2]1.OC(C(F)(F)F)=O.[NH2:28][CH:29]([CH2:41][CH3:42])[CH:30]([C:32]1[O:33][C:34]2[CH:40]=[CH:39][CH:38]=[CH:37][C:35]=2[N:36]=1)[OH:31].C1C=CC2N(O)N=NC=2C=1.C(Cl)CCl.CN1CCOCC1>C(Cl)Cl>[O:33]1[C:34]2[CH:40]=[CH:39][CH:38]=[CH:37][C:35]=2[N:36]=[C:32]1[CH:30]([OH:31])[CH:29]([NH:28][C:9](=[O:11])[CH:8]([CH2:7][CH:1]1[CH2:2][CH2:3][CH2:4][CH2:5][CH2:6]1)[CH2:12][C:13]([N:15]1[CH2:20][CH2:19][O:18][CH2:17][CH2:16]1)=[O:14])[CH2:41][CH3:42] |f:1.2|. Reported procedure: To a stirred mixture of 2-cyclohexylmethyl-4-morpholin-4-yl-4-oxo-butyric acid (84.9 mg, 0.3 mmol), 2-amino-1-benzooxazol-2-yl-butan-1-ol TFA salt (96.9 mg), prepared as in reference 21, and HOBt (55.1 mg, 0.36 mmol) in MeCl2 (5 ml), was added EDC (86.4 mg, 0.45 mmol) and N-methylmorpholine (0.25 ml) at room temperature. After stirring for 14 hours, the reaction mixture was extracted with ethyl acetate. The organic layer was washed with saturated NaHCO3, brine, dried with MgSO4 and concentrated ... Yields the product Cl.CN1CCN(CC1)C1=C(OC2C(N(CC2)C2=CC=C(C=C2)C(F)(F)F)=O)C=CC=C1 (3-[2-(4-Methyl-piperazin-1-yl)-phenoxy]-1-(4-trifluoromethyl-phenyl)-pyrrolidin-2-one hydrochloride). Reported procedure: To a 50 mL round-bottomed flask equipped with N2 inlet were added 320 mg (0.634 mmol) 3-[2-(4-t-butoxycarbonyl-piperazin-1-yl)-phenoxy]-1-(4-trifluoromethyl-phenyl)-pyrrolidin-2-one and 15 mL dry ethyl acetate. The reaction was saturated with dry HCl and stirred at room temperature for 2 hours. The reaction was evaporated and azeotroped with ether to afford a solid residue that was used directly as follows: To the residue in a 50 mL round-bottomed flask equipped with N2 inlet were added 10 mL dr... Reaction SMILES: C(O[C:6]([N:8]1[CH2:13][CH2:12][N:11]([C:14]2[CH:36]=[CH:35][CH:34]=[CH:33][C:15]=2[O:16][CH:17]2[CH2:21][CH2:20][N:19]([C:22]3[CH:27]=[CH:26][C:25]([C:28]([F:31])([F:30])[F:29])=[CH:24][CH:23]=3)[C:18]2=[O:32])[CH2:10][CH2:9]1)=O)(C)(C)C.[ClH:37].C=O.C(O)(=O)C.C(O[BH-](OC(=O)C)OC(=O)C)(=O)C.[Na+]>O.C(OCC)(=O)C.C(=O)(O)[O-].[Na+].O1CCCC1>[ClH:37].[CH3:6][N:8]1[CH2:13][CH2:12][N:11]([C:14]2[CH:36]=[CH:35][CH:34]=[CH:33][C:15]=2[O:16][CH:17]2[CH2:21][CH2:20][N:19]([C:22]3[CH:23]=[CH:24][C:25]([C:28]([F:29])([F:30])[F:31])=[CH:26][CH:27]=3)[C:18]2=[O:32])[CH2:10][CH2:9]1 |f:4.5,8.9,11.12|. Starting materials: solution, C=O (formaldehyde), C(C)(=O)O (acetic acid), C(C)(=O)O[BH-](OC(C)=O)OC(C)=O.[Na+] (sodium triacetoxyborohydride), C(C)(C)(C)OC(=O)N1CCN(CC1)C1=C(OC2C(N(CC2)C2=CC=C(C=C2)C(F)(F)F)=O)C=CC=C1 (3-[2-(4-t-butoxycarbonyl-piperazin-1-yl)-phenoxy]-1-(4-trifluoromethyl-phenyl)-pyrrolidin-2-one), Cl (HCl). Solvent: C(C)(=O)OCC (ethyl acetate), C([O-])(O)=O.[Na+] (sodium bicarbonate), O (water), O1CCCC1 (tetrahydrofuran), C(C)(=O)OCC (ethyl acetate). Run at time 2 hour.